Dataset: the Open Reaction Database (ORD), a public repository of structured organic reaction records. Task: describe an organic reaction: reactants, conditions, products, and yield The reactants are [Br-], FC(F)(F)c1ccc(OCc2nc3cc(Br)ccc3[nH]2)cc1, O=C([O-])[O-], CC1(C)OB(O)c2ccccc21, CCCC[N+](CCCC)(CCCC)CCCC, COCCOC, [Na+], [Na+]. Yields the product CC(C)(O)c1ccccc1-c1ccc2[nH]c(COc3ccc(C(F)(F)F)cc3)nc2c1. Reaction SMILES: [Br-:35].[Br:13][c:14]1[cH:15][c:16]2[c:17]([nH:18][c:19]([CH2:21][O:22][c:23]3[cH:24][cH:25][c:26]([C:29]([F:30])([F:31])[F:32])[cH:27][cH:28]3)[n:20]2)[cH:33][cH:34]1.[C:59](=[O:60])([O-:61])[O-:62].[CH3:1][C:2]1([CH3:12])[c:3]2[c:4]([cH:8][cH:9][cH:10][cH:11]2)[B:5]([OH:7])[O:6]1.[CH3:36][CH2:37][CH2:38][CH2:39][N+:40]([CH2:41][CH2:42][CH2:43][CH3:44])([CH2:45][CH2:46][CH2:47][CH3:48])[CH2:49][CH2:50][CH2:51][CH3:52].[CH3:53][O:54][CH2:55][CH2:56][O:57][CH3:58].[Na+:63].[Na+:64]>>[CH3:1][C:2]([c:3]1[c:4](-[c:14]2[cH:15][c:16]3[c:17]([nH:18][c:19]([CH2:21][O:22][c:23]4[cH:24][cH:25][c:26]([C:29]([F:30])([F:31])[F:32])[cH:27][cH:28]4)[n:20]3)[cH:33][cH:34]2)[cH:8][cH:9][cH:10][cH:11]1)([OH:6])[CH3:12]. Starting materials: FC1=C(C=C(C(=C1)F)F)[N+](=O)[O-] (2,4,5-trifluoronitrobenzene), FC=1C=C(CO)C=CC1 (3-fluoro-benzyl alcohol). The product is FC1=C(C=C(C(=C1)[N+](=O)[O-])F)OCC1=CC(=CC=C1)F (1,4-Difluoro-2-(3-fluoro-benzyloxy)-5-nitro-benzene). Isolated yield 55.0%. RXN SMILES: [F:1][C:2]1[CH:7]=[C:6](F)[C:5]([F:9])=[CH:4][C:3]=1[N+:10]([O-:12])=[O:11].[F:13][C:14]1[CH:15]=[C:16]([CH:19]=[CH:20][CH:21]=1)[CH2:17][OH:18]>>[F:9][C:5]1[CH:4]=[C:3]([N+:10]([O-:12])=[O:11])[C:2]([F:1])=[CH:7][C:6]=1[O:18][CH2:17][C:16]1[CH:19]=[CH:20][CH:21]=[C:14]([F:13])[CH:15]=1. Reported procedure: Prepared in analogy to example 1a) from 2,4,5-trifluoronitrobenzene and 3-fluoro-benzyl alcohol. Colorless solid. Yield=55%. MS: m/e=283.1 (M+).